From a dataset of the Open Reaction Database (ORD), a public repository of structured organic reaction records. describe an organic reaction: reactants, conditions, products, and yield The reactants are CSC(C)(C(=O)O)c1ccc(NC(=O)c2ccccc2C(=O)O)cc1, CC(=O)O. Yields the product CSC(C)(C(=O)O)c1ccc(N2C(=O)c3ccccc3C2=O)cc1. RXN SMILES: [CH3:1][S:2][C:3]([C:4](=[O:5])[OH:6])([CH3:7])[c:8]1[cH:9][cH:10][c:11]([NH:14][C:15]([c:16]2[c:17]([C:22](=[O:23])[OH:24])[cH:18][cH:19][cH:20][cH:21]2)=[O:25])[cH:12][cH:13]1.[CH3:26][C:27](=[O:28])[OH:29]>>[CH3:1][S:2][C:3]([C:4](=[O:5])[OH:6])([CH3:7])[c:8]1[cH:9][cH:10][c:11]([N:14]2[C:15](=[O:25])[c:16]3[c:17]([cH:18][cH:19][cH:20][cH:21]3)[C:22]2=[O:23])[cH:12][cH:13]1. The reactants are COC1=C(C(=O)C2=C(C=CC=C2)OC)C=CC=C1 (2,2'-Dimethoxybenzophenone), CCOCC (ether), C[Mg]Br (methyl magnesium bromide). The solvent is O (water). Product: COC1=C(C=CC=C1)C(C)(O)C1=C(C=CC=C1)OC (1,1-Bis(2-methoxyphenyl)-ethanol). As a reaction SMILES: [CH3:1][O:2][C:3]1[CH:18]=[CH:17][CH:16]=[CH:15][C:4]=1[C:5]([C:7]1[CH:12]=[CH:11][CH:10]=[CH:9][C:8]=1[O:13][CH3:14])=[O:6].[CH3:19]COCC.C[Mg]Br>O>[CH3:14][O:13][C:8]1[CH:9]=[CH:10][CH:11]=[CH:12][C:7]=1[C:5]([C:4]1[CH:15]=[CH:16][CH:17]=[CH:18][C:3]=1[O:2][CH3:1])([OH:6])[CH3:19]. Procedure details: 2,2'-Dimethoxybenzophenone (24.2 g, 0.14 mole) and 400 ml of ether were placed in a 1 1 flask and stirred at ambient temperature and methyl magnesium bromide (40 ml of 3.0 M solution in ether) was added dropwise. The resulting mixture was stirred overnight and then a few ml of water were added to quench the Grignard reagent. About 300 ml of ethyl acetate and 250 ml of 10 percent hydrochloric acid were then added and the mixture was shaken. The organic layer was next recovered, extracted with 100... Reactants: CC=1C=C(C=C(C1)C)C=1C=C(C(=NC1)C=1C=NC=CC1)C(=O)OC (methyl 5-(3,5-dimethylphenyl)-2,3′-bipyridine-3-carboxylate), [OH-].[K+] (potassium hydroxide), O (water), Cl (HCl). The solvent is O1CCCC1 (tetrahydrofuran), CO (methanol). Run at time 8 hour. Yields the product CC=1C=C(C=C(C1)C)C=1C=C(C(=NC1)C=1C=NC=CC1)C(=O)O (5-(3,5-dimethylphenyl)-2,3′-bipyridine-3-carboxylic acid), Cl (HCl). As a reaction SMILES: [CH3:1][C:2]1[CH:3]=[C:4]([C:9]2[CH:10]=[C:11]([C:21]([O:23]C)=[O:22])[C:12]([C:15]3[CH:16]=[N:17][CH:18]=[CH:19][CH:20]=3)=[N:13][CH:14]=2)[CH:5]=[C:6]([CH3:8])[CH:7]=1.[OH-].[K+].O.[ClH:28]>O1CCCC1.CO>[CH3:1][C:2]1[CH:3]=[C:4]([C:9]2[CH:10]=[C:11]([C:21]([OH:23])=[O:22])[C:12]([C:15]3[CH:16]=[N:17][CH:18]=[CH:19][CH:20]=3)=[N:13][CH:14]=2)[CH:5]=[C:6]([CH3:8])[CH:7]=1.[ClH:28] |f:1.2|. Procedure: To a solution of methyl 5-chloro-2,3′-bipyridine-3-carboxylate (1-2, 0.3 g, 1.20 mmol) in dioxane (6 mL) was added 3,5-dimethylphenyl boronic acid (0.452 g, 3.01 mmol), cesium carbonate (1.17 g, 3.61 mmol), tricyclohexylphosphine (0.101 g, 0.362 mmol), and tris(dibenzylideneacetone)-dipalladium (0.166 g, 0.181 mmol), and stirred at 95° C. overnight. The reaction was then cooled to room temperature, and partitioned between ethyl acetate and water. The organic phase was dried over magnesium sulfat... The reactants are C=[N+]=[N-], C1CCOC1, O=C1CCCN1C(=O)c1ccc(O)cc1. Product: COc1ccc(C(=O)N2CCCC2=O)cc1. As a reaction SMILES: [N+:16](=[N-:17])=[CH2:18].[O:19]1[CH2:20][CH2:21][CH2:22][CH2:23]1.[OH:1][c:2]1[cH:3][cH:4][c:5]([C:6](=[O:7])[N:8]2[C:9](=[O:13])[CH2:10][CH2:11][CH2:12]2)[cH:14][cH:15]1>>[O:1]([c:2]1[cH:3][cH:4][c:5]([C:6](=[O:7])[N:8]2[C:9](=[O:13])[CH2:10][CH2:11][CH2:12]2)[cH:14][cH:15]1)[CH3:18]. Reactants: C1CC(CCC1CC2CCC(CC2)N)N (4,4'-diaminodicyclohexylmethane), 2,4'-diamino, 2,2'-diamino, NC(C1CCCCC1)(C1CCCCC1)N (diaminodicyclohexylmethane), 4,4'-diamino, diamines. The product is NC(C1=CC=CC=C1)(C1=CC=CC=C1)N (diaminodiphenylmethane). RXN SMILES: C1C(CC2CCC(N)CC2)CCC(N)C1.[NH2:16][C:17]([NH2:30])([CH:24]1[CH2:29][CH2:28][CH2:27][CH2:26][CH2:25]1)[CH:18]1[CH2:23][CH2:22][CH2:21][CH2:20][CH2:19]1>>[NH2:16][C:17]([NH2:30])([C:24]1[CH:25]=[CH:26][CH:27]=[CH:28][CH:29]=1)[C:18]1[CH:23]=[CH:22][CH:21]=[CH:20][CH:19]=1. Procedure: Instead of the pure 4,4'-diaminodicyclohexylmethane, mixtures of the diaminodicyclohexylmethane position isomers which are composed of 70 to 99 mol % of the 4,4'-diamino isomer, 1-30 mol % of the 2,4'-diamino isomer, 0-2 mol % of the 2,2'-diamino isomer and, if appropriate, diamines with a correspondingly higher degree of condensation and which are obtained by hydrogenation of diaminodiphenylmethane of technical quality can also be used. Up to 30% of the isophthalic acid can be replaced by terep... Starting materials: Cl, O=C(O)c1cc([N+](=O)[O-])cs1, Cl[Sn]Cl. Product: Nc1csc(C(=O)O)c1. RXN SMILES: [ClH:15].[N+:1]([O-:2])(=[O:3])[c:4]1[cH:5][c:6]([C:9](=[O:10])[OH:11])[s:7][cH:8]1.[Sn:12]([Cl:13])[Cl:14]>>[NH2:1][c:4]1[cH:5][c:6]([C:9](=[O:10])[OH:11])[s:7][cH:8]1.